Dataset: the Open Reaction Database (ORD), a public repository of structured organic reaction records. Task: describe an organic reaction: reactants, conditions, products, and yield Reactants: Cc1ccc2c(c1)nc(C)n2C1CCN(CC2Cc3ccc(NC(=O)OC(C)(C)C)cc3C2)CC1CO, ClCCl, Cl, C1COCCO1. Yields the product Cc1ccc2c(c1)nc(C)n2C1CCN(CC2Cc3ccc(N)cc3C2)CC1CO. As a reaction SMILES: [C:1]([O:2][C:3](=[O:4])[NH:7][c:8]1[cH:9][c:10]2[c:14]([cH:15][cH:16]1)[CH2:13][CH:12]([CH2:17][N:18]1[CH2:19][CH:20]([CH2:35][OH:36])[CH:21]([n:24]3[c:25]([CH3:34])[n:26][c:27]4[c:28]3[cH:29][cH:30][c:31]([CH3:33])[cH:32]4)[CH2:22][CH2:23]1)[CH2:11]2)([CH3:5])([CH3:6])[CH3:37].[Cl:45][CH2:46][Cl:47].[ClH:38].[O:39]1[CH2:40][CH2:41][O:42][CH2:43][CH2:44]1>>[NH2:7][c:8]1[cH:9][c:10]2[c:14]([cH:15][cH:16]1)[CH2:13][CH:12]([CH2:17][N:18]1[CH2:19][CH:20]([CH2:35][OH:36])[CH:21]([n:24]3[c:25]([CH3:34])[n:26][c:27]4[c:28]3[cH:29][cH:30][c:31]([CH3:33])[cH:32]4)[CH2:22][CH2:23]1)[CH2:11]2.